Dataset: the Open Reaction Database (ORD), a public repository of structured organic reaction records. Task: describe an organic reaction: reactants, conditions, products, and yield Starting materials: ClCC(=O)N1C2=C(NC(C3=C1C=CC=C3)=O)C=CC=N2 (11-chloroacetyl-5,11-dihydro-6H-pyrido[2,3-b][1,4]benzodiazepin-6-one), C([O-])([O-])=O.[Na+].[Na+] (sodium carbonate), CN1CCNCCC1 (hexahydro-1-methyl-1H-1, 4-diazepine). Run in C(C)O (ethanol). The product is Cl.Cl.CN1CCN(CCC1)CC(=O)N1C2=C(NC(C3=C1C=CC=C3)=O)C=CC=N2 (5,11-Dihydro-11-[(hexahydro-4-methyl-1H-1,4-diazepin-1-yl)acetyl]-6H-pyrido[2,3-b][1,4]benzodiazepin-6-one dihydrochloride). As a reaction SMILES: [Cl:1][CH2:2][C:3]([N:5]1[C:11]2[CH:12]=[CH:13][CH:14]=[CH:15][C:10]=2[C:9](=[O:16])[NH:8][C:7]2[CH:17]=[CH:18][CH:19]=[N:20][C:6]1=2)=[O:4].C(=O)([O-])[O-].[Na+].[Na+].[CH3:27][N:28]1[CH2:34][CH2:33][CH2:32][NH:31][CH2:30][CH2:29]1>C(O)C>[ClH:1].[ClH:1].[CH3:27][N:28]1[CH2:34][CH2:33][CH2:32][N:31]([CH2:2][C:3]([N:5]2[C:11]3[CH:12]=[CH:13][CH:14]=[CH:15][C:10]=3[C:9](=[O:16])[NH:8][C:7]3[CH:17]=[CH:18][CH:19]=[N:20][C:6]2=3)=[O:4])[CH2:30][CH2:29]1 |f:1.2.3,6.7.8|. Procedure: 8.6 gm of 11-chloroacetyl-5,11-dihydro-6H-pyrido[2,3-b][1,4]benzodiazepin-6-one, 3.5 gm of sodium carbonate and 4.5 gm of hexahydro-1-methyl-1H-1, 4-diazepine were refluxed in 100 ml of ethanol for 2.5 hours. Then the hot mixture was suction-filtered, the alcohol was distilled off, and the residue was triturated with dioxane. The precipitated crystals were dissolved in ethanol and converted into the dihydrochloride by addition of concentrated hydrochloric acid. After recrystallization from 94% e... The reactants are CS(=O)(=O)Cc1ccc(C(=O)Nc2ccc(Cl)c(-c3ccccn3)c2)cc1OCCBr, O=C([O-])[O-], C1COCCN1, CC#N, [K+], [K+], CN(C)C=O. The product is CS(=O)(=O)Cc1ccc(C(=O)Nc2ccc(Cl)c(-c3ccccn3)c2)cc1OCCN1CCOCC1. Reaction SMILES: [Br:1][CH2:2][CH2:3][O:4][c:5]1[cH:6][c:7]([C:8](=[O:9])[NH:10][c:11]2[cH:12][c:13](-[c:18]3[n:19][cH:20][cH:21][cH:22][cH:23]3)[c:14]([Cl:17])[cH:15][cH:16]2)[cH:24][cH:25][c:26]1[CH2:27][S:28](=[O:29])(=[O:30])[CH3:31].[C:32](=[O:33])([O-:34])[O-:35].[CH2:38]1[CH2:39][O:40][CH2:41][CH2:42][NH:43]1.[CH3:44][C:45]#[N:46].[K+:36].[K+:37].[O:47]=[CH:48][N:49]([CH3:50])[CH3:51]>>[CH2:2]([CH2:3][O:4][c:5]1[cH:6][c:7]([C:8](=[O:9])[NH:10][c:11]2[cH:12][c:13](-[c:18]3[n:19][cH:20][cH:21][cH:22][cH:23]3)[c:14]([Cl:17])[cH:15][cH:16]2)[cH:24][cH:25][c:26]1[CH2:27][S:28](=[O:29])(=[O:30])[CH3:31])[N:43]1[CH2:38][CH2:39][O:40][CH2:41][CH2:42]1. Reactants: C1(CC1)NC(C(=CC1=CC=C(C=C1)C=CC(=O)NCC=1C=C(C(=O)OC)C=CC1)C1=CC=C(C=C1)F)=O (methyl 3-((3-(4-(3-(cyclopropylamino)-2-(4-fluorophenyl)-3-oxoprop-1-enyl)phenyl)acrylamido)methyl)benzoate), Cl.NO (Hydroxylamine hydrochloride), [OH-].[K+] (KOH), CO (methanol), CO (methanol). Run in C(Cl)Cl (DCM), C(Cl)Cl (DCM), O (water). Reaction conditions: time 1.5 hour. Yields the product C1(CC1)NC(/C(=C/C1=CC=C(C=C1)C=CC(=O)NCC1=CC=C(C(=O)NO)C=C1)/C1=CC=C(C=C1)F)=O (4-((3-(1E)-(4-(3-(cyclopropylamino)-2-(4-fluorophenyl)-3-oxoprop-1-en-1-yl)phenyl)acrylamido)methyl)-N-hydroxybenzamide). The yield is 20.0%. RXN SMILES: Cl.[NH2:2][OH:3].[OH-:4].[K+].[CH:6]1([NH:9][C:10](=[O:42])[C:11]([C:35]2[CH:40]=[CH:39][C:38]([F:41])=[CH:37][CH:36]=2)=[CH:12][C:13]2[CH:18]=[CH:17][C:16]([CH:19]=[CH:20][C:21]([NH:23][CH2:24][C:25]3[CH:26]=[C:27]([CH:32]=[CH:33][CH:34]=3)C(OC)=O)=[O:22])=[CH:15][CH:14]=2)[CH2:8][CH2:7]1.[CH3:43]O>C(Cl)Cl.O>[CH:6]1([NH:9][C:10](=[O:42])/[C:11](/[C:35]2[CH:40]=[CH:39][C:38]([F:41])=[CH:37][CH:36]=2)=[CH:12]/[C:13]2[CH:14]=[CH:15][C:16]([CH:19]=[CH:20][C:21]([NH:23][CH2:24][C:25]3[CH:26]=[CH:27][C:32]([C:43]([NH:2][OH:3])=[O:4])=[CH:33][CH:34]=3)=[O:22])=[CH:17][CH:18]=2)[CH2:7][CH2:8]1 |f:0.1,2.3|. Procedure: Hydroxylamine hydrochloride (0.55 g, 8 mmol) in methanol (2 mL) was mixed with KOH (0.45 g, 8 mmol) in methanol (2 mL) at 0° C. and sonicated for 2 minutes and the white precipitate formed was filtered. The filtrate was added to methyl 3-((3-(4-(3-(cyclopropylamino)-2-(4-fluorophenyl)-3-oxoprop-1-enyl)phenyl)acrylamido)methyl)benzoate (0.22 g, 0.44 mmol) in DCM (1.5 mL) and the mixture was stirred at room temperature for 1.5 hours. The reaction mixture was diluted with water (200 mL) and extract... Starting materials: CC(C)(C)OC(=O)C(C)(C)Br, CO, [Na+], [OH-], Cc1nc(S)sc1CC(=O)O. Yields the product Cc1nc(SC(C)(C)C(=O)OC(C)(C)C)sc1CC(=O)O. RXN SMILES: [C:12]([CH3:13])([CH3:14])([CH3:15])[O:16][C:17]([C:18]([CH3:19])([CH3:20])[Br:21])=[O:22].[CH3:23][OH:24].[Na+:26].[OH-:25].[SH:1][c:2]1[s:3][c:4]([CH2:8][C:9](=[O:10])[OH:11])[c:5]([CH3:7])[n:6]1>>[S:1]([c:2]1[s:3][c:4]([CH2:8][C:9](=[O:10])[OH:11])[c:5]([CH3:7])[n:6]1)[C:18]([C:17]([O:16][C:12]([CH3:13])([CH3:14])[CH3:15])=[O:22])([CH3:19])[CH3:20]. The reactants are C1CCC2=NCCCN2CC1, CS(C)=O, CO, O=[N+]([O-])c1ccc(F)c2ccccc12, O=C(O)C(F)(F)F, Nc1cc(=O)[nH]cn1. Yields the product Nc1cc(Oc2ccc([N+](=O)[O-])c3ccccc23)ncn1. As a reaction SMILES: [CH2:9]1[CH2:10][CH2:11][C:12]2=[N:17][CH2:16][CH2:15][CH2:14][N:13]2[CH2:18][CH2:19]1.[CH3:34][S:35]([CH3:36])=[O:37].[CH3:38][OH:39].[F:20][c:21]1[cH:22][cH:23][c:24]([N+:31](=[O:32])[O-:33])[c:25]2[cH:26][cH:27][cH:28][cH:29][c:30]12.[F:40][C:41]([F:42])([F:43])[C:44]([OH:45])=[O:46].[NH2:1][c:2]1[cH:3][c:4](=[O:8])[nH:5][cH:6][n:7]1>>[NH2:1][c:2]1[cH:3][c:4]([O:8][c:21]2[cH:22][cH:23][c:24]([N+:31](=[O:32])[O-:33])[c:25]3[cH:26][cH:27][cH:28][cH:29][c:30]23)[n:5][cH:6][n:7]1. The reactants are NC1=NC(=C(C(=C1C#N)C1=CC=C(C=C1)OC[C@@H]1OC(OC1)(C)C)C#N)OCC=1N=C(OC1)C1=CC=C(C=C1)Cl (2-Amino-6-{[2-(4-chlorophenyl)-1,3-oxazol-4-yl]methoxy}-4-(4-{[(4S)-2,2-dimethyl-1,3-dioxolan-4-yl]methoxy}phenyl)pyridine-3,5-dicarbonitrile), O (water). The solvent is C(C)(=O)O (acetic acid). Run at time 30 minute. The product is NC1=NC(=C(C(=C1C#N)C1=CC=C(C=C1)OC[C@@H](CO)O)C#N)OCC=1N=C(OC1)C1=CC=C(C=C1)Cl (2-Amino-6-{[2-(4-chlorophenyl)-1,3-oxazol-4-yl]methoxy}-4-(4-{[(2R)-2,3-dihydroxypropyl]-oxy}-phenyl)pyridine-3,5-dicarbonitrile). RXN SMILES: [NH2:1][C:2]1[C:7]([C:8]#[N:9])=[C:6]([C:10]2[CH:15]=[CH:14][C:13]([O:16][CH2:17][C@H:18]3[CH2:22][O:21]C(C)(C)[O:19]3)=[CH:12][CH:11]=2)[C:5]([C:25]#[N:26])=[C:4]([O:27][CH2:28][C:29]2[N:30]=[C:31]([C:34]3[CH:39]=[CH:38][C:37]([Cl:40])=[CH:36][CH:35]=3)[O:32][CH:33]=2)[N:3]=1.O>C(O)(=O)C>[NH2:1][C:2]1[C:7]([C:8]#[N:9])=[C:6]([C:10]2[CH:11]=[CH:12][C:13]([O:16][CH2:17][C@H:18]([OH:19])[CH2:22][OH:21])=[CH:14][CH:15]=2)[C:5]([C:25]#[N:26])=[C:4]([O:27][CH2:28][C:29]2[N:30]=[C:31]([C:34]3[CH:35]=[CH:36][C:37]([Cl:40])=[CH:38][CH:39]=3)[O:32][CH:33]=2)[N:3]=1. Reported procedure: 65 mg (0.12 mmol) of the compound from Example 101A are dissolved in 6 ml of acetic acid, and 3 ml of water are added. The mixture is stirred at RT for 30 min. The mixture is then heated to 70° C. and stirred at this temperature for a further 30 min A clear solution is formed. The mixture is then freed from the solvent on a rotary evaporator and the residue is purified by preparative HPLC (column: YMC GEL ODS-AQ S-5/15 μm; mobile phase gradient: acetonitrile/water 10:90→95:5). After removal of t...